This data is from the Open Reaction Database (ORD), a public repository of structured organic reaction records. The task is: describe an organic reaction: reactants, conditions, products, and yield Procedure details: The resultant acid from Example 23 (500 mg, 1.68 mmol) in CH2Cl2 (8 ml) at 0° C. was treated with oxalyl chloride (0.160 ml, 1.83 mmol) and dimethylformamide (0.0065 ml). After 2 h at 0° C., the solvent was evaporated and the residue was dissolved in ether (6 ml), cooled to 0° C. and treated with an ether solution of CH2N2. After 2 h at 0° C. the solvent was evaporated and the residue was dissolved in ether (6 ml), cooled to -10° C., and treated with 4.0M HCl/ dioxane (0.6 ml, 2.4 mmol). After 1... Product: C(C1=CC=CC=C1)[C@@H](C(=O)OCC1=CC=CC=C1)CC(=O)CCl (Benzyl (2R)-2-Benzyl-3-chloromethylcarbonylpropionate). The solvent is C(Cl)Cl (CH2Cl2). Reaction SMILES: [C:1]([CH2:4][C@@H:5]([CH2:16][C:17]1[CH:22]=[CH:21][CH:20]=[CH:19][CH:18]=1)[C:6]([O:8][CH2:9][C:10]1[CH:15]=[CH:14][CH:13]=[CH:12][CH:11]=1)=[O:7])([OH:3])=O.C(Cl)(=O)[C:24]([Cl:26])=O.CN(C)C=O.Cl.O1CCOCC1>C(Cl)Cl>[CH2:16]([C@H:5]([CH2:4][C:1]([CH2:24][Cl:26])=[O:3])[C:6]([O:8][CH2:9][C:10]1[CH:15]=[CH:14][CH:13]=[CH:12][CH:11]=1)=[O:7])[C:17]1[CH:22]=[CH:21][CH:20]=[CH:19][CH:18]=1 |f:3.4|. Run at temperature 0 celsius, time 2 hour. The yield is 85.8%. The reactants are C(=O)(O)C[C@H](C(=O)OCC1=CC=CC=C1)CC1=CC=CC=C1 (Benzyl (2R)-3-Carboxy-2-benzylpropionate), C(C(=O)Cl)(=O)Cl (oxalyl chloride), CN(C=O)C (dimethylformamide), Cl.O1CCOCC1 (HCl dioxane). Starting materials: COC1=CC=C(CN(C2=NC(=NC(=N2)C)C=2C(=NC=C(C=O)C2)NC=2C=NC(=CC2)OC)CC2=CC=C(C=C2)OC)C=C1 (5-(4-(bis(4-methoxybenzyl)amino)-6-methyl-1,3,5-triazin-2-yl)-6-(6-methoxypyridin-3-ylamino)nicotinaldehyde), C(C)(=O)O.C1NCC12NC(NC2=O)=O (2,5,7-triazaspiro[3.4]octane-6,8-dione acetate). The product is NC1=NC(=NC(=N1)C)C=1C=C(C=NC1NC=1C=NC(=CC1)OC)CN1CC2(C1)NC(NC2=O)=O (2-((5-(4-Amino-6-Methyl-1,3,5-Triazin-2-yl)-6-(6-Methoxypyridin-3-Ylamino)Pyridin-3-yl)Methyl)-2,5,7-Triazaspiro[3.4]Octane-6,8-Dione). Reaction SMILES: COC1C=CC(C[N:8](CC2C=CC(OC)=CC=2)[C:9]2[N:14]=[C:13]([CH3:15])[N:12]=[C:11]([C:16]3[C:17]([NH:24][C:25]4[CH:26]=[N:27][C:28]([O:31][CH3:32])=[CH:29][CH:30]=4)=[N:18][CH:19]=[C:20]([CH:23]=3)[CH:21]=O)[N:10]=2)=CC=1.C(O)(=O)C.[CH2:48]1[C:51]2([C:55](=[O:56])[NH:54][C:53](=[O:57])[NH:52]2)[CH2:50][NH:49]1>>[NH2:8][C:9]1[N:14]=[C:13]([CH3:15])[N:12]=[C:11]([C:16]2[CH:23]=[C:20]([CH2:21][N:49]3[CH2:48][C:51]4([C:55](=[O:56])[NH:54][C:53](=[O:57])[NH:52]4)[CH2:50]3)[CH:19]=[N:18][C:17]=2[NH:24][C:25]2[CH:26]=[N:27][C:28]([O:31][CH3:32])=[CH:29][CH:30]=2)[N:10]=1 |f:1.2|. Reported procedure: The title compound was synthesized following an analogous procedure to Example 220 using 5-(4-(bis(4-methoxybenzyl)amino)-6-methyl-1,3,5-triazin-2-yl)-6-(6-methoxypyridin-3-ylamino)nicotinaldehyde (109 mg, 0.189 mmol) and 2,5,7-triazaspiro[3.4]octane-6,8-dione acetate (56.9 mg, 0.283 mmol). 1H NMR (400 MHz, d6-DMSO) δ 11.75 (s, 1H); 10.71 (br. s., 1H); 8.72 (br. s., 1H); 8.60 (s, 1H); 8.54 (d, J=2.54 Hz, 1H); 8.20 (br. s., 1H); 8.16 (dd, J=9.00, 2.74 Hz, 1H); 7.90 (br. s., 1H); 7.75 (br. s., 1H)... The reactants are C(C)(C)(C)OC(=O)N[C@@H]1CC[C@H](CC1)C(=O)OC (Methyl trans-4-(tert-butoxycarbonylamino)cyclohexanecarboxylate), [BH4-].[Na+] (Sodium borohydride), C1CCOC1 (THF), [Cl-].[Ca+2].[Cl-] (calcium chloride). Run in C(C)O (ethanol). Conditions: temperature 5 celsius, time 1 hour. Yields the product OC[C@@H]1CC[C@H](CC1)NC(OC(C)(C)C)=O (Trans-tert-butyl 4-(hydroxymethyl)cyclohexylcarbamate). As a reaction SMILES: [C:1]([O:5][C:6]([NH:8][C@H:9]1[CH2:14][CH2:13][C@H:12]([C:15](OC)=[O:16])[CH2:11][CH2:10]1)=[O:7])([CH3:4])([CH3:3])[CH3:2].C1COCC1.[Cl-].[Ca+2].[Cl-].[BH4-].[Na+]>C(O)C>[OH:16][CH2:15][C@H:12]1[CH2:11][CH2:10][C@H:9]([NH:8][C:6](=[O:7])[O:5][C:1]([CH3:3])([CH3:2])[CH3:4])[CH2:14][CH2:13]1 |f:2.3.4,5.6|. Procedure details: Methyl trans-4-(tert-butoxycarbonylamino)cyclohexanecarboxylate (55.5 g, 216 mmol) was suspended in ethanol (900 ml) and THF (100 ml) and the mixture was cooled to 5° C. Granular calcium chloride (47.9 g, 431 mmol) was added portionwise to give a milky suspension. Sodium borohydride (32.6 g, 863 mmol) was added portionwise over 25 mins at 5° C. The reaction mixture (white emulsion) was stirred at 5° C. for 1 hour, the water bath was removed and then the reaction mixture was allowed to warm to ro... The reactants are OC1=C(C#N)C=CC(=C1)OC (2-hydroxy-4-methoxy-benzonitrile), C([O-])([O-])=O.[K+].[K+] (potassium carbonate), ICC (iodoethane). Solvent: C(C)O (ethanol), C(C)OCC (diethyl ether), O (water). Product: C(C)OC1=C(C#N)C=CC(=C1)OC (2-ethoxy-4-methoxy-benzonitrile). The yield is 82.9%. RXN SMILES: [OH:1][C:2]1[CH:9]=[C:8]([O:10][CH3:11])[CH:7]=[CH:6][C:3]=1[C:4]#[N:5].C(=O)([O-])[O-].[K+].[K+].I[CH2:19][CH3:20]>C(O)C.C(OCC)C.O>[CH2:19]([O:1][C:2]1[CH:9]=[C:8]([O:10][CH3:11])[CH:7]=[CH:6][C:3]=1[C:4]#[N:5])[CH3:20] |f:1.2.3|. Procedure details: To a solution of 2-hydroxy-4-methoxy-benzonitrile (9.637 g, 64.61 mmol) in ethanol (50 mL) were added potassium carbonate (17.88 g, 129.2 mmol) and iodoethane (15.7 mL, 193.8 mmol). The reaction mixture was heated at gentle reflux for 12 h. The solvent was removed to afford a yellow-brown paste. It was then taken in diethyl ether (50 mL) and water (20 mL). The layers were separated and the aqueous layer was extracted with diethyl ether (2×150 mL). The combined organic extracts were washed with w... Reactants: COC1=C(C=CC=C1)C1=CN(C2=NC=C(C=C21)B2OC(C(O2)(C)C)(C)C)COCC[Si](C)(C)C (3-(2-Methoxy-phenyl)-5-(4,4,5,5-tetramethyl-[1,3,2]dioxaborolan-2-yl)-1-(2-trimethylsilanyl-ethoxymethyl)-1H-pyrrolo[2,3-b]pyridine), BrC=1C=C(C=CC1)S(=O)(=O)N(C)C (3-Bromo-N,N-dimethyl-benzenesulfonamide), 1,1′-bis(diphenylphosphino)ferrocenepalladium(II)-dichloride dichloromethane, C(=O)(O)[O-].[Na+] (NaHCO3), C(C)#N (acetonitrile). Reaction conditions: time 1 hour. The product is COC1=C(C=CC=C1)C1=NNC2=NC=C(C=C21)C=2C=C(C=CC2)S(=O)(=O)N(C)C (3-[3-(2-Methoxy-phenyl)-1H-pyrazolo[3,4-b]pyridin-5-yl]-N,N-dimethyl-benzenesulfonamide). As a reaction SMILES: [CH3:1][O:2][C:3]1[CH:8]=[CH:7][CH:6]=[CH:5][C:4]=1[C:9]1[C:17]2[C:12](=[N:13][CH:14]=[C:15](B3OC(C)(C)C(C)(C)O3)[CH:16]=2)[N:11](COCC[Si](C)(C)C)C=1.Br[C:36]1[CH:37]=[C:38]([S:42]([N:45]([CH3:47])[CH3:46])(=[O:44])=[O:43])[CH:39]=[CH:40][CH:41]=1.C([O-])(O)=O.[Na+].C(#[N:55])C>>[CH3:1][O:2][C:3]1[CH:8]=[CH:7][CH:6]=[CH:5][C:4]=1[C:9]1[C:17]2[C:12](=[N:13][CH:14]=[C:15]([C:36]3[CH:37]=[C:38]([S:42]([N:45]([CH3:47])[CH3:46])(=[O:44])=[O:43])[CH:39]=[CH:40][CH:41]=3)[CH:16]=2)[NH:11][N:55]=1 |f:2.3|. Reported procedure: Into a 5 mL Personal Chemistry microwave reaction vial were added 3-(2-Methoxy-phenyl)-5-(4,4,5,5-tetramethyl-[1,3,2]dioxaborolan-2-yl)-1-(2-trimethylsilanyl-ethoxymethyl)-1H-pyrrolo[2,3-b]pyridine (0.0496 g, 0.103 mmol), 3-Bromo-N,N-dimethyl-benzenesulfonamide (0.0417 g, 0.143 mmol), 1,1′-bis(diphenylphosphino)ferrocenepalladium(II)-dichloride dichloromethane adduct (13.9 mg, 0.017 mmol), acetonitrile (1 mL) and saturated aqueous NaHCO3 (1 mL). The vial was sealed, purged with N2, and irradiate... The reactants are C(CCC)C=1OC2=C(C1\C=C/C1=CC=C(C=C1)OC)C=CC=C2 (cis-2-butyl-3-[2-(4-methoxy-phenyl)-vinyl]-benzofuran). Reagents/catalysts: [Pd] (palladium on carbon). The solvent is CCOC(=O)C (EtOAc). Product: C(CCC)C=1OC2=C(C1CCC1=CC=C(C=C1)OC)C=CC=C2 (2-Butyl-3-[2-(4-methoxy-phenyl)-ethyl]-benzofuran). RXN SMILES: [CH2:1]([C:5]1[O:6][C:7]2[CH:23]=[CH:22][CH:21]=[CH:20][C:8]=2[C:9]=1/[CH:10]=[CH:11]\[C:12]1[CH:17]=[CH:16][C:15]([O:18][CH3:19])=[CH:14][CH:13]=1)[CH2:2][CH2:3][CH3:4]>CCOC(C)=O.[Pd]>[CH2:1]([C:5]1[O:6][C:7]2[CH:23]=[CH:22][CH:21]=[CH:20][C:8]=2[C:9]=1[CH2:10][CH2:11][C:12]1[CH:13]=[CH:14][C:15]([O:18][CH3:19])=[CH:16][CH:17]=1)[CH2:2][CH2:3][CH3:4]. Procedure details: At ambient temperature, a solution containing cis-2-butyl-3-[2-(4-methoxy-phenyl)-vinyl]-benzofuran (0.400 g, 1.31 mmol) in EtOAc (5 mL) and 10% palladium on carbon (200 mg) was stirred under H2 (atmospheric conditions). The reaction was filtered and the filtrate concentrated to the title compound as a clear oil. 1H NMR (DMSO-d6) δ0.83 (t, 3H), 1.20 (sextet, 2H), 1.37 (quintet, 2H), 2.49-2.52 (m, 2H, with DMSO), 2.78-2.85 (m, 4H), 3.68 (s, 3H), 6.78 (d, 2H), 7.03 (d, 2H), 7.17-7.21 (m, 2H), 7.41...